This data is from the Open Reaction Database (ORD), a public repository of structured organic reaction records. The task is: describe an organic reaction: reactants, conditions, products, and yield Starting materials: A-1201642, ClC1=CC=C(C=C1)C(C)=O (p-chloroacetophenone), amines, N (ammonia), N (ammonia). Solvent: CO (methanol). Product: ClC1=CC=C(C=C1)CCN (p-chlorophenylethylamine). The yield is 98.0%. As a reaction SMILES: [NH3:1].[Cl:2][C:3]1[CH:8]=[CH:7][C:6]([C:9](=O)[CH3:10])=[CH:5][CH:4]=1>CO>[Cl:2][C:3]1[CH:8]=[CH:7][C:6]([CH2:9][CH2:10][NH2:1])=[CH:5][CH:4]=1. Procedure details: EP-A-1201642 therefore describes a process for preparing amines from halogenated aromatics with anhydrous ammonia. In order to prevent dehalogenation of the aromatic, a solid acidic cocatalyst is added. In Example 6, p-chloroacetophenone together with 1.6% by weight of Raney Co and 19% by weight of ZrO2, based on the reactant, in methanol, is reacted with ammonia to give p-chlorophenylethylamine in >98% yield. The reactants are COC(=O)Cn1ccc(NC(=O)c2ccc(C(C)(C)C)cc2)nc1=O, [K+], [Na+], C1COCCO1, [OH-], O, O=S(=O)([O-])O. Yields the product CC(C)(C)c1ccc(C(=O)Nc2ccn(CC(=O)O)c(=O)n2)cc1. RXN SMILES: [C:1]([CH3:2])([CH3:3])([CH3:4])[c:5]1[cH:6][cH:7][c:8]([C:9](=[O:10])[NH:11][c:12]2[n:13][c:14](=[O:23])[n:15]([CH2:18][C:19](=[O:20])[O:21][CH3:22])[cH:16][cH:17]2)[cH:24][cH:25]1.[K+:31].[Na+:40].[O:32]1[CH2:33][CH2:34][O:35][CH2:36][CH2:37]1.[OH-:39].[OH2:38].[S:26]([O-:27])([OH:28])(=[O:29])=[O:30]>>[C:1]([CH3:2])([CH3:3])([CH3:4])[c:5]1[cH:6][cH:7][c:8]([C:9](=[O:10])[NH:11][c:12]2[n:13][c:14](=[O:23])[n:15]([CH2:18][C:19](=[O:20])[OH:21])[cH:16][cH:17]2)[cH:24][cH:25]1. The reactants are O=C(O)C1CCC2(C1)OCCO2, CCOC(=O)CC(=O)C1CCC2(CC1)OCCO2, O=C(O)C1CCC2(CC1)OCCO2. The product is CCOC(=O)CC(=O)C1CCC2(C1)OCCO2. As a reaction SMILES: [O:19]1[C:20]2([CH2:21][CH2:22][CH:23]([C:24]([OH:25])=[O:26])[CH2:27]2)[O:28][CH2:29][CH2:30]1.[O:1]=[C:2]([CH2:3][C:4](=[O:5])[O:6][CH2:7][CH3:8])[CH:9]1[CH2:10][CH2:11][C:12]2([O:13][CH2:14][CH2:15][O:16]2)[CH2:17][CH2:18]1.[O:31]1[C:32]2([CH2:33][CH2:34][CH:35]([C:36]([OH:37])=[O:38])[CH2:39][CH2:40]2)[O:41][CH2:42][CH2:43]1>>[O:1]=[C:2]([CH2:3][C:4](=[O:5])[O:6][CH2:7][CH3:8])[CH:9]1[CH2:11][C:12]2([O:13][CH2:14][CH2:15][O:16]2)[CH2:17][CH2:18]1. Reactants: O=C(O)c1ccncc1, [Cl-], ClCCl, Cl, Fc1cc2nc(COc3ccccc3)n(Cc3ccc(OC(F)(F)F)cc3)c2cc1N1CCNCC1. Reaction SMILES: [C:39]([c:40]1[cH:41][cH:42][n:43][cH:44][cH:45]1)(=[O:46])[OH:47].[Cl-:38].[Cl:48][CH2:49][Cl:50].[ClH:37].[F:1][c:2]1[cH:3][c:4]2[c:5]([n:6]([CH2:17][c:18]3[cH:19][cH:20][c:21]([O:24][C:25]([F:26])([F:27])[F:28])[cH:22][cH:23]3)[c:7]([CH2:9][O:10][c:11]3[cH:12][cH:13][cH:14][cH:15][cH:16]3)[n:8]2)[cH:29][c:30]1[N:31]1[CH2:32][CH2:33][NH:34][CH2:35][CH2:36]1>>[F:1][c:2]1[cH:3][c:4]2[c:5]([n:6]([CH2:17][c:18]3[cH:19][cH:20][c:21]([O:24][C:25]([F:26])([F:27])[F:28])[cH:22][cH:23]3)[c:7]([CH2:9][O:10][c:11]3[cH:12][cH:13][cH:14][cH:15][cH:16]3)[n:8]2)[cH:29][c:30]1[N:31]1[CH2:32][CH2:33][N:34]([C:39]([c:40]2[cH:41][cH:42][n:43][cH:44][cH:45]2)=[O:46])[CH2:35][CH2:36]1. Product: O=C(c1ccncc1)N1CCN(c2cc3c(cc2F)nc(COc2ccccc2)n3Cc2ccc(OC(F)(F)F)cc2)CC1. The reactants are OC[C@H]1CC(C[C@H]1C1=CC(=CC=C1)F)=C (3-(S)-(hydroxymethyl)-4-(R)-(3-fluorophenyl)-1-methylenecyclopentane), C(C1=CC=CC=C1)Br (benzyl bromide), [H-].[Na+] (sodium hydride). Solvent: CCOCC (ether), CN(C)C=O (DMF). Reaction conditions: time 16 hour. Yields the product C(C1=CC=CC=C1)OC[C@H]1CC(C[C@H]1C1=CC(=CC=C1)F)=C (3-(S)-(Benzyloxymethyl)-4-(R)-(3-fluorophenyl)-1-methylenecyclopentane). Isolated yield 47.4%. Reaction SMILES: [OH:1][CH2:2][C@@H:3]1[C@H:7]([C:8]2[CH:13]=[CH:12][CH:11]=[C:10]([F:14])[CH:9]=2)[CH2:6][C:5](=[CH2:15])[CH2:4]1.[CH2:16](Br)[C:17]1[CH:22]=[CH:21][CH:20]=[CH:19][CH:18]=1.[H-].[Na+]>CN(C=O)C.CCOCC>[CH2:16]([O:1][CH2:2][C@@H:3]1[C@H:7]([C:8]2[CH:13]=[CH:12][CH:11]=[C:10]([F:14])[CH:9]=2)[CH2:6][C:5](=[CH2:15])[CH2:4]1)[C:17]1[CH:22]=[CH:21][CH:20]=[CH:19][CH:18]=1 |f:2.3|. Procedure details: To a solution of 3-(S)-(hydroxymethyl)-4-(R)-(3-fluorophenyl)-1-methylenecyclopentane (3.11 g, 16.5 mmol) from Example 65, Step C in DMF (100 mL) was added benzyl bromide (4.24 g, 24.8 mmol) and then sodium hydride (60% in mineral oil, 0.73 g, 18.2 mmol) portionwise over 5 min. The reaction was stirred at rt for 16 h, then diluted with ether (100 mL) and quenched slowly into aq. sodium bicarbonate (200 mL). The layers were separated and the aqueous was extracted with ether. The organic layers we...